This data is from the Open Reaction Database (ORD), a public repository of structured organic reaction records. The task is: describe an organic reaction: reactants, conditions, products, and yield The reactants are [H-].[Al+3].[Li+].[H-].[H-].[H-] (lithium aluminum hydride), O (water), C(C)N1CCN(CC1)C1=NC(=CC2=CC=CC=C12)C=1C=C2CC(CC2=CC1)C(=O)OCC (1-(4-ethylpiperazin-1-yl)-3-(2-ethoxycarbonylindan-5-yl)isoquinoline), [Cl-].[Na+] (sodium chloride). The solvent is O1CCCC1 (tetrahydrofuran), O1CCCC1 (tetrahydrofuran). Conditions: time 20 minute. Product: Cl.Cl.C(C)N1CCN(CC1)C1=NC(=CC2=CC=CC=C12)C=1C=C2CC(CC2=CC1)CO (1-(4-ethylpiperazin-1-yl)-3-(2-hydroxymethylindan-5-yl)isoquinoline dihydrochloride). RXN SMILES: [CH2:1]([N:3]1[CH2:8][CH2:7][N:6]([C:9]2[C:18]3[C:13](=[CH:14][CH:15]=[CH:16][CH:17]=3)[CH:12]=[C:11]([C:19]3[CH:20]=[C:21]4[C:25](=[CH:26][CH:27]=3)[CH2:24][CH:23]([C:28](OCC)=[O:29])[CH2:22]4)[N:10]=2)[CH2:5][CH2:4]1)[CH3:2].[Cl-:33].[Na+].[H-].[Al+3].[Li+].[H-].[H-].[H-].O>O1CCCC1>[ClH:33].[ClH:33].[CH2:1]([N:3]1[CH2:4][CH2:5][N:6]([C:9]2[C:18]3[C:13](=[CH:14][CH:15]=[CH:16][CH:17]=3)[CH:12]=[C:11]([C:19]3[CH:20]=[C:21]4[C:25](=[CH:26][CH:27]=3)[CH2:24][CH:23]([CH2:28][OH:29])[CH2:22]4)[N:10]=2)[CH2:7][CH2:8]1)[CH3:2] |f:1.2,3.4.5.6.7.8,11.12.13|. Reported procedure: The resulting 1-(4-ethylpiperazin-1-yl)-3-(2-ethoxycarbonylindan-5-yl)isoquinoline (1.06 g) was dissolved in tetrahydrofuran (6 ml). Under cooling with a cooler of sodium chloride and ice, the solution was added to a suspension of lithium aluminum hydride (0.10 g) in tetrahydrofuran (10 ml), and the mixture was stirred for 20 min. To the resulting solution were sequentially added water (100 ml), a 5N aqueous solution of sodium hydroxide (100 ml) and water (300 ml), and the resulting precipitates... Starting materials: C(C1=CC=CC=C1)OC=1C=C2C=CC(=CC2=CC1)N1[CH-]OC(C1=O)COC (3-(6-benzyloxy-2-naphthyl)-5-methoxymethyl-2-oxazolidone), C(C)O (ethanol), [OH-].[K+] (potassium hydroxide). The solvent is O (water). Reaction conditions: temperature 100 celsius, time 1 hour. Product: COCC(CNC1=CC2=CC=C(C=C2C=C1)OCC1=CC=CC=C1)O (N-(3-methoxy-2-hydroxypropyl)-6-benzyloxy-2-naphthylamine). Isolated yield 88.1%. Reaction SMILES: [CH2:1]([O:8][C:9]1[CH:10]=[C:11]2[C:16](=[CH:17][CH:18]=1)[CH:15]=[C:14]([N:19]1[C:23](=O)[CH:22]([CH2:25][O:26][CH3:27])[O:21][CH-]1)[CH:13]=[CH:12]2)[C:2]1[CH:7]=[CH:6][CH:5]=[CH:4][CH:3]=1.C(O)C.[OH-].[K+]>O>[CH3:27][O:26][CH2:25][CH:22]([OH:21])[CH2:23][NH:19][C:14]1[CH:13]=[CH:12][C:11]2[C:16](=[CH:17][CH:18]=[C:9]([O:8][CH2:1][C:2]3[CH:7]=[CH:6][CH:5]=[CH:4][CH:3]=3)[CH:10]=2)[CH:15]=1 |f:2.3|. Procedure: A mixture of 2.0 g of 3-(6-benzyloxy-2-naphthyl)-5-methoxymethyl-2-oxazolidone, 20 ml of ethanol, 4 ml of water and 1.08 g of potassium hydroxide is stirred at 100° C. for one hour. The reaction mixture is evaporated under reduced pressure to remove the ethanol. The residue is extracted with ethyl acetate, and the extract is washed with water, dried and evaporated under reduced pressure to remove the solvent. The residue is recrystallized from ethyl acetate-hexane to give 1.64 g of N-(3-methoxy-... Starting materials: BrCCCCBr (1,4-Dibromobutane), CC=1C=C(C=CC1C)O (3,4-dimethylphenol). The product is BrCCCCOC1=CC(=C(C=C1)C)C (1-[4-bromobutoxy]-3,4-dimethylbenzene). The yield is 86.0%. As a reaction SMILES: [Br:1][CH2:2][CH2:3][CH2:4][CH2:5]Br.[CH3:7][C:8]1[CH:9]=[C:10]([OH:15])[CH:11]=[CH:12][C:13]=1[CH3:14]>>[Br:1][CH2:2][CH2:3][CH2:4][CH2:5][O:15][C:10]1[CH:11]=[CH:12][C:13]([CH3:14])=[C:8]([CH3:7])[CH:9]=1. Procedure details: 1,4-Dibromobutane, condensed with 3,4-dimethylphenol according to Ismaïel et al. (J. Med. Chem., 1993, 36, 2519-25), gives 1-[4-bromobutoxy]-3,4-dimethylbenzene with a yield of 86%. The condensation of this compound (according to the same authors) with 1,4-dioxa-8-azaspiro[4.5]decane gives, after deprotection, 1-[4-(3,4-dimethylphenoxy)butyl]-4-piperidone in the form of an orangey oil with a yield of 61%. The reductive amination of this ketone (4.33 g or 15.7 mmol) with methylamine hydrochloride...